Dataset: the Open Reaction Database (ORD), a public repository of structured organic reaction records. Task: describe an organic reaction: reactants, conditions, products, and yield The reactants are C(=O)(O)[C@H]1NC[C@@H](C1)O ((2S,4R)-2-carboxy-4-hydroxypyrrolidine), [Cl-].[Na+] (sodium chloride), ClC(=O)OCC=C (allyl chloroformate), [OH-].[Na+] (sodium hydroxide). The solvent is C(C)(=O)OCC (ethyl acetate), O1CCCC1 (tetrahydrofuran), O1CCCC1 (tetrahydrofuran), O (water). Conditions: temperature 0 celsius, time 1 hour. The product is C(C=C)OC(=O)N1[C@@H](C[C@H](C1)O)C(=O)O ((2S,4R)-1-allyloxycarbonyl-2-carboxy-4-hydroxypyrrolidine). As a reaction SMILES: [C:1]([C@@H:4]1[CH2:8][C@@H:7]([OH:9])[CH2:6][NH:5]1)([OH:3])=[O:2].Cl[C:11]([O:13][CH2:14][CH:15]=[CH2:16])=[O:12].[OH-].[Na+].[Cl-].[Na+]>O1CCCC1.O.C(OCC)(=O)C>[CH2:14]([O:13][C:11]([N:5]1[CH2:6][C@H:7]([OH:9])[CH2:8][C@H:4]1[C:1]([OH:3])=[O:2])=[O:12])[CH:15]=[CH2:16] |f:2.3,4.5|. Procedure details: To a suspension of (2S,4R)-2-carboxy-4-hydroxypyrrolidine (300 g) in a mixture of tetrahydrofuran (1.5 l) and water (1.5 l) was added dropwise a solution of allyl chloroformate (292 ml) in tetrahydrofuran (300 ml) at 0° C. while adjusting pH to around 9 with 4N aqueous sodium hydroxide. After stirring at 0° C. for 1 hour at pH 9, the aqueous layer was saturated with sodium chloride, and the mixture was diluted with ethyl acetate (1 l). The aqueous layer was separated, washed with ethyl acetate (...